Dataset: the Open Reaction Database (ORD), a public repository of structured organic reaction records. Task: describe an organic reaction: reactants, conditions, products, and yield Reactants: N1C=NC=C1 (Imidazole), C(C)(C)(C)[Si](Cl)(C)C (t-butyldimethylchlorosilane), C(#N)C=1C=CC(=C(CN2C(C(CC2)NS(=O)(=O)C=2SC(=CC2)C=2C=NC=CC2)=O)C1)O (5-pyridin-3-yl-thiophene-2-sulfonic acid {1-[5-cyano-2-hydroxy-benzyl]-2-oxo-pyrrolidin-3-yl}-amide). Run in CN(C)C=O (DMF), CCOC(=O)C (EtOAc). Reaction conditions: time 8 hour. The product is C(C)(C)(C)[Si](OC1=C(CN2C([C@H](CC2)NS(=O)(=O)C=2SC(=CC2)C=2C=NC=CC2)=O)C=C(C=C1)C#N)(C)C (5-Pyridin-3-yl-thiophene-2-sulfonic acid {1-[2-(tert-butyl-dimethyl-silanyloxy)-5-cyano-benzyl]-2-oxo-pyrrolidin-3-(S)-yl}amide). Yield: 74.5%. Reaction SMILES: N1C=CN=C1.[C:6]([Si:10]([CH3:13])([CH3:12])Cl)([CH3:9])([CH3:8])[CH3:7].[C:14]([C:16]1[CH:17]=[CH:18][C:19]([OH:44])=[C:20]([CH:43]=1)[CH2:21][N:22]1[CH2:26][CH2:25][CH:24]([NH:27][S:28]([C:31]2[S:32][C:33]([C:36]3[CH:37]=[N:38][CH:39]=[CH:40][CH:41]=3)=[CH:34][CH:35]=2)(=[O:30])=[O:29])[C:23]1=[O:42])#[N:15]>CN(C=O)C.CCOC(C)=O>[C:6]([Si:10]([CH3:13])([CH3:12])[O:44][C:19]1[CH:18]=[CH:17][C:16]([C:14]#[N:15])=[CH:43][C:20]=1[CH2:21][N:22]1[CH2:26][CH2:25][C@H:24]([NH:27][S:28]([C:31]2[S:32][C:33]([C:36]3[CH:37]=[N:38][CH:39]=[CH:40][CH:41]=3)=[CH:34][CH:35]=2)(=[O:30])=[O:29])[C:23]1=[O:42])([CH3:9])([CH3:8])[CH3:7]. Procedure details: Imidazole (0.094 g, 1.37 mmol) and t-butyldimethylchlorosilane (0.099 g, 0.66 mmol) are added to a solution of 5-pyridin-3-yl-thiophene-2-sulfonic acid {1-[5-cyano-2-hydroxy-benzyl]-2-oxo-pyrrolidin-3-yl}-amide (0.25 g, 0.55 mmol) in 10 mL of DMF. The resulting mixture is stirred overnight, then diluted with EtOAc and washed with saturated NaHCO3 (aq) and brine. The organic layer is dried over MgSO4, filtered and concentrated. The product is purified by column chromatography eluting with 3% MeOH... Procedure: A mixture of 2-acetylaminomethyl-5-(4-chlorobutyryl)thiophene (3 g), 1-(3-trifluoromethylphenyl)piperazine hydrobromide (4 g), potassium carbonate (3.5 g), potassium iodide (2 g), dimethylformamide (25 ml), and toluene (25 ml) was stirred at 60° C. for 7 hours. The reaction mixture was poured into water, extracted with toluene, and dried over magnesium sulfate, and then the solvent was distilled off under reduced pressure. The residue was purified by silica gel column chromatography, and convert... Solvent: C1(=CC=CC=C1)C (toluene), CN(C=O)C (dimethylformamide). The product is C(\C=C\C(=O)O)(=O)O.C(C)(=O)NCC1=CC=C(S1)C(CCCN1CCN(CC1)C1=CC(=CC=C1)C(F)(F)F)=O (1-(4-(5-acetylaminomethyl -2-thienyl)-4-oxobutyl)-4-(3-trifluoromethylphenyl)piperazine fumarate). Run at temperature 60 celsius, time 7 hour. As a reaction SMILES: [C:1]([NH:4][CH2:5][C:6]1[S:7][C:8]([C:11](=[O:16])[CH2:12][CH2:13][CH2:14]Cl)=[CH:9][CH:10]=1)(=[O:3])[CH3:2].Br.[F:18][C:19]([F:33])([F:32])[C:20]1[CH:21]=[C:22]([N:26]2[CH2:31][CH2:30][NH:29][CH2:28][CH2:27]2)[CH:23]=[CH:24][CH:25]=1.[C:34](=[O:37])([O-:36])[O-].[K+].[K+].[I-].[K+].[OH2:42]>C1(C)C=CC=CC=1.CN(C)C=O>[C:11]([OH:16])(=[O:42])/[CH:12]=[CH:13]/[C:34]([OH:36])=[O:37].[C:1]([NH:4][CH2:5][C:6]1[S:7][C:8]([C:11](=[O:16])[CH2:12][CH2:13][CH2:14][N:29]2[CH2:28][CH2:27][N:26]([C:22]3[CH:23]=[CH:24][CH:25]=[C:20]([C:19]([F:32])([F:33])[F:18])[CH:21]=3)[CH2:31][CH2:30]2)=[CH:9][CH:10]=1)(=[O:3])[CH3:2] |f:1.2,3.4.5,6.7,11.12|. Starting materials: O (water), C(C)(=O)NCC=1SC(=CC1)C(CCCCl)=O (2-acetylaminomethyl-5-(4-chlorobutyryl)thiophene), Br.FC(C=1C=C(C=CC1)N1CCNCC1)(F)F (1-(3-trifluoromethylphenyl)piperazine hydrobromide), C([O-])([O-])=O.[K+].[K+] (potassium carbonate), [I-].[K+] (potassium iodide). The reactants are N1C=C(C2=CC=CC=C12)CC(C)(N)C (1-(1H-Indol-3-yl)-2-methylpropan-2-amine), FC=1C=C(C=C(C1C=O)F)/C=C/C(=O)OC ((E)-methyl 3-(3,5-difluoro-4-formylphenyl)acrylate). Run in C(C)(=O)O (acetic acid). Conditions: temperature 80 celsius. Yields the product CC1(CC2=C(NC3=CC=CC=C23)C(N1)C1=C(C=C(C=C1F)/C=C/C(=O)OC)F)C ((E)-methyl 3-(4-(3,3-dimethyl-2,3,4,9-tetrahydro-1H-pyrido[3,4-b]indol-1-yl)-3,5-difluorophenyl)acrylate). Isolated yield 95.0%. RXN SMILES: [NH:1]1[C:9]2[C:4](=[CH:5][CH:6]=[CH:7][CH:8]=2)[C:3]([CH2:10][C:11]([CH3:14])([NH2:13])[CH3:12])=[CH:2]1.[F:15][C:16]1[CH:17]=[C:18](/[CH:25]=[CH:26]/[C:27]([O:29][CH3:30])=[O:28])[CH:19]=[C:20]([F:24])[C:21]=1[CH:22]=O>C(O)(=O)C>[CH3:12][C:11]1([CH3:14])[NH:13][CH:22]([C:21]2[C:20]([F:24])=[CH:19][C:18](/[CH:25]=[CH:26]/[C:27]([O:29][CH3:30])=[O:28])=[CH:17][C:16]=2[F:15])[C:2]2[NH:1][C:9]3[C:4]([C:3]=2[CH2:10]1)=[CH:5][CH:6]=[CH:7][CH:8]=3. Reported procedure: 1-(1H-Indol-3-yl)-2-methylpropan-2-amine (807 mg, 4.29 mmol) and (E)-methyl 3-(3,5-difluoro-4-formylphenyl)acrylate (obtained as described in Example 1, preparation of starting materials) (970 mg, 4.29 mmol) were combined in acetic acid (15 ml) and the mixture heated to 80° C. for 2 hours. The reaction mixture was purified by ion exchange chromatography, using an SCX-2 column. The desired product was eluted from the column using 2M NH3 in methanol and product-containing fractions were evaporated... Starting materials: S(=O)(Cl)Cl (Thionyl chloride), OC1=NC=C(C=C1N1N=CC=C1)[N+](=O)[O-] (2-hydroxy-5-nitro-3-(1H-pyrazol-1-yl)pyridine), ice water. Run in CN(C)C=O (DMF). Conditions: temperature 80 celsius, time 2.5 hour. The product is ClC1=NC=C(C=C1N1N=CC=C1)[N+](=O)[O-] (2-chloro-5-nitro-3-(1H-pyrazol-1-yl)pyridine). As a reaction SMILES: S(Cl)([Cl:3])=O.O[C:6]1[C:11]([N:12]2[CH:16]=[CH:15][CH:14]=[N:13]2)=[CH:10][C:9]([N+:17]([O-:19])=[O:18])=[CH:8][N:7]=1>CN(C=O)C>[Cl:3][C:6]1[C:11]([N:12]2[CH:16]=[CH:15][CH:14]=[N:13]2)=[CH:10][C:9]([N+:17]([O-:19])=[O:18])=[CH:8][N:7]=1. Procedure details: Thionyl chloride (6 ml) and DMF (0.1 ml) were added to 2-hydroxy-5-nitro-3-(1H-pyrazol-1-yl)pyridine (1.37 g), followed by stirring at 80° C. for 2.5 hours. The reaction solution was adjusted to room temperature and slowly added to ice water, followed by extraction with ethyl acetate. The resultant was washed with saturated saline and dried over anhydrous sodium sulfate. Then, the solvent was distilled away under reduced pressure, the obtained residue was purified by silica gel chromatography (n... Starting materials: C(C1=CC=CC=C1)N([C@H]1CC=CC[C@H]1N1C(C2=CC=CC=C2C1=O)=O)[C@H](C)C1=CC=CC=C1 (2-((1R,6S)-6-(benzyl ((R)-1-phenylethyl)amino)-3-cyclohexen-1-yl)isoindolin-1,3-dione), ICI (diiodomethane), C(O)([O-])=O.[Na+] (sodium hydrogen carbonate), C(C)[Zn]CC (diethyl zinc). Solvent: C(Cl)Cl (methylene chloride), C(Cl)Cl (methylene chloride), CO (Methanol), C(Cl)Cl (methylene chloride). Run at time 15 hour. Yields the product C(C1=CC=CC=C1)N([C@@H]1[C@@H](CC2CC2C1)N1C(C2=CC=CC=C2C1=O)=O)[C@H](C)C1=CC=CC=C1 (2-((3R,4S)-4-(benzyl ((R)-1-phenylethyl)amino)bicyclo[4.1.0]heptan-3-yl)isoindolin-1,3-dione). As a reaction SMILES: ICI.[CH2:4]([N:11]([C@@H:29]([C:31]1[CH:36]=[CH:35][CH:34]=[CH:33][CH:32]=1)[CH3:30])[C@@H:12]1[C@H:17]([N:18]2[C:26](=[O:27])[C:25]3[C:20](=[CH:21][CH:22]=[CH:23][CH:24]=3)[C:19]2=[O:28])[CH2:16][CH:15]=[CH:14][CH2:13]1)[C:5]1[CH:10]=[CH:9][CH:8]=[CH:7][CH:6]=1.[CH2:37]([Zn]CC)C.C(=O)([O-])O.[Na+]>CO.C(Cl)Cl>[CH2:4]([N:11]([C@@H:29]([C:31]1[CH:36]=[CH:35][CH:34]=[CH:33][CH:32]=1)[CH3:30])[C@H:12]1[CH2:13][CH:14]2[CH:15]([CH2:37]2)[CH2:16][C@H:17]1[N:18]1[C:19](=[O:28])[C:20]2[C:25](=[CH:24][CH:23]=[CH:22][CH:21]=2)[C:26]1=[O:27])[C:5]1[CH:10]=[CH:9][CH:8]=[CH:7][CH:6]=1 |f:3.4|. Procedure details: A methylene chloride (3 ml) solution containing diiodomethane (0.2 ml) and a methylene chloride solution (3 ml) containing 2-((1R,6S)-6-(benzyl ((R)-1-phenylethyl)amino)-3-cyclohexen-1-yl)isoindolin-1,3-dione (0.36 g) obtained in the 1st step were added to a methylene chloride solution (10 ml) containing diethyl zinc (1M in hexane) (2.47 ml), followed by stirring for 15 hours. Methanol and sodium hydrogen carbonate were added to the reaction solution. The reaction solution was filtered through C...